From a dataset of the Open Reaction Database (ORD), a public repository of structured organic reaction records. describe an organic reaction: reactants, conditions, products, and yield Starting materials: C(=O)(OC(C)(C)C)N1[C@@H](CC1)CO (1-BOC-2-(S)-azetidinemethanol), OC=1C=NC=C(C1)C(F)(F)F (3-hydroxy-5-trifluoromethylpyridine), C1(=CC=CC=C1)P(C1=CC=CC=C1)C1=CC=CC=C1 (triphenylphosphine), CCOC(=O)/N=N/C(=O)OCC (DEAD). Run in C1CCOC1 (THF). Yields the product C(=O)(OC(C)(C)C)N1[C@@H](CCC1)COC=1C=NC=C(C1)C(F)(F)F (3((1-BOC-2-(S)-pyrrolidinyl)methoxy)-5-trifluoromethylpyridine). Reaction SMILES: [C:1]([N:8]1[CH2:11][CH2:10][C@H:9]1[CH2:12][OH:13])([O:3][C:4]([CH3:7])([CH3:6])[CH3:5])=[O:2].O[C:15]1[CH:16]=[N:17][CH:18]=[C:19]([C:21]([F:24])([F:23])[F:22])[CH:20]=1.[C:25]1(P(C2C=CC=CC=2)C2C=CC=CC=2)C=CC=CC=1.CCOC(/N=N/C(OCC)=O)=O>C1COCC1>[C:1]([N:8]1[CH2:11][CH2:10][CH2:25][C@H:9]1[CH2:12][O:13][C:15]1[CH:16]=[N:17][CH:18]=[C:19]([C:21]([F:24])([F:23])[F:22])[CH:20]=1)([O:3][C:4]([CH3:5])([CH3:6])[CH3:7])=[O:2]. Procedure details: A 333 mg (1.20 mmol) sample of 1-BOC-2-(S)-azetidinemethanol, prepared as in Example 7b above, and 230 mg (1.30 mmol) of 3-hydroxy-5-trifluoromethylpyridine, from step 66b above, were reacted with triphenylphosphine and DEAD (1.2 mmol each) in 5 mL of THF according to the procedure of Example 14a, to give 360 mg of the title compound. MS (DCI/NH3) m/e 347 (M+H)+. 1H NMR (CDCl3, 300 MHz) δ: 8.50 (s, 1H), 8.48 (s, 1H), 7.46 (s, 1H), 4.28-3.90 (m, 3H), 3.48-3.84 (m, 2H), 2.12-1.87 (m, 4H). The reactants are N(=NC(=O)OC(C)C)C(=O)OC(C)C (Diisopropyl azodicarboxylate), ClC1=C(C=C(C=C1)[C@H]1[C@@H](CN(CCO1)C(=O)OC(C)(C)C)O)F (tert-butyl (6R,7S)-7-(4-chloro-3-fluorophenyl)-6-hydroxy-1,4-oxazepane-4-carboxylate), C1(=CC=CC=C1)P(C1=CC=CC=C1)C1=CC=CC=C1 (triphenylphosphine), O=C1NC=CC=C1C#N (2-oxo-1,2-dihydropyridine-3-carbonitrile). Solvent: O1CCCC1 (tetrahydrofuran), O (Water). Conditions: time 4 hour. The product is ClC1=C(C=C(C=C1)[C@H]1[C@H](CN(CCO1)C(=O)OC(C)(C)C)OC1=NC=CC=C1C#N)F (tert-butyl (6S,7S)-7-(4-chloro-3-fluorophenyl)-6-[(3-cyanopyridin-2-yl)oxy]-1,4-oxazepane-4-carboxylate). Isolated yield 64.3%. Reaction SMILES: N(C(OC(C)C)=O)=NC(OC(C)C)=O.[Cl:15][C:16]1[CH:21]=[CH:20][C:19]([C@@H:22]2[O:28][CH2:27][CH2:26][N:25]([C:29]([O:31][C:32]([CH3:35])([CH3:34])[CH3:33])=[O:30])[CH2:24][C@H:23]2[OH:36])=[CH:18][C:17]=1[F:37].C1(P(C2C=CC=CC=2)C2C=CC=CC=2)C=CC=CC=1.O=[C:58]1[C:63]([C:64]#[N:65])=[CH:62][CH:61]=[CH:60][NH:59]1>O1CCCC1.O>[Cl:15][C:16]1[CH:21]=[CH:20][C:19]([C@@H:22]2[O:28][CH2:27][CH2:26][N:25]([C:29]([O:31][C:32]([CH3:34])([CH3:33])[CH3:35])=[O:30])[CH2:24][C@@H:23]2[O:36][C:58]2[C:63]([C:64]#[N:65])=[CH:62][CH:61]=[CH:60][N:59]=2)=[CH:18][C:17]=1[F:37]. Reported procedure: Diisopropyl azodicarboxylate (1.9 M in toluene, 0.69 mL) was added dropwise to a solution of tert-butyl (6R,7S)-7-(4-chloro-3-fluorophenyl)-6-hydroxy-1,4-oxazepane-4-carboxylate (300 mg), triphenylphosphine (340 mg) and 2-oxo-1,2-dihydropyridine-3-carbonitrile (160 mg) in tetrahydrofuran (10 mL), and the mixture was stirred at room temperature for 4 hr. Water was added to the reaction mixture, and the mixture was extracted with ethyl acetate. The extract was washed with brine, and dried over anh... Reactants: solution, C(CCC)[Li] (butyllithium), hexanes, C[Si](C)(C)C#C ((trimethylsilyl)acetylene), C(C)OC(COC1=C(C=C(C=C1)Br)C=O)=O ((4-bromo-2-formylphenoxy)acetic acid ethyl ester), [NH4+].[Cl-] (NH4Cl). Run in CCOCC (Et2O), C1CCOC1 (THF), C1CCOC1 (THF). Run at temperature -78 celsius, time 30 minute. The product is C(C)OC(COC1=C(C=C(C=C1)Br)C(C#C[Si](C)(C)C)O)=O ([4-Bromo-2-(1-hydroxy-3-trimethylsilanylprop-2-ynyl)phenoxy]acetic acid ethyl ester). The yield is 54.2%. As a reaction SMILES: [CH3:1][Si:2]([C:5]#[CH:6])([CH3:4])[CH3:3].C([Li])CCC.[CH2:12]([O:14][C:15](=[O:27])[CH2:16][O:17][C:18]1[CH:23]=[CH:22][C:21]([Br:24])=[CH:20][C:19]=1[CH:25]=[O:26])[CH3:13].[NH4+].[Cl-]>C1COCC1.CCOCC>[CH2:12]([O:14][C:15](=[O:27])[CH2:16][O:17][C:18]1[CH:23]=[CH:22][C:21]([Br:24])=[CH:20][C:19]=1[CH:25]([OH:26])[C:6]#[C:5][Si:2]([CH3:4])([CH3:3])[CH3:1])[CH3:13] |f:3.4|. Procedure details: To a cooled (−78° C.) solution of (trimethylsilyl)acetylene (3.93 g, 40.0 mmol) in dry THF (40 mL) was slowly added a 2.5 M solution of butyllithium in hexanes (14.54 mL, 36.36 mmol). After stirring for 30 minutes at −78° C., the mixture was transferred to a cooled (−78° C.) solution of (4-bromo-2-formylphenoxy)acetic acid ethyl ester (10.44 g, 36.36 mmol) in dry THF (120 mL). Upon completion, the reaction mixture was stirred at −78° C. for 45 minutes. Saturated aq. NH4Cl (40 mL) was slowly adde... The reactants are C(C)(C)(C)OC(=O)N1[C@H](C[C@H](CC1)OC1=NC(=CC=C1)Cl)C (4-(6-chloro-pyridin-2-yloxy)-cis-2-methyl-piperidine-1-carboxylic acid tert-butyl ester), C(C1=CC=CC=C1)(C1=CC=CC=C1)=N (benzhydrylideneamine), CC(C)([O-])C.[Na+] (sodium t-butoxide), tris(dibenzylidineacetone)-dipalladium(0). The reagents and catalysts are C1(=CC=CC=C1)P(C1=C(C2=CC=CC=C2C=C1)C1=C(C=CC2=CC=CC=C12)P(C1=CC=CC=C1)C1=CC=CC=C1)C1=CC=CC=C1 (racemic-2,2′-bis(diphenylphosphino)-1,1′binaphthyl). Run in C1(=CC=CC=C1)C (toluene). Conditions: temperature 100 celsius, time 10 minute. Yields the product C(C)(C)(C)OC(=O)N1[C@H](C[C@H](CC1)OC1=NC(=CC=C1)N=C(C1=CC=CC=C1)C1=CC=CC=C1)C (4-[6-(Benzhydrylidene-amino)-pyridin-2-yloxy]-cis-2-methyl-piperidine-1-carboxylic acid tert-butyl ester). RXN SMILES: [C:1]([O:5][C:6]([N:8]1[CH2:13][CH2:12][C@H:11]([O:14][C:15]2[CH:20]=[CH:19][CH:18]=[C:17](Cl)[N:16]=2)[CH2:10][C@@H:9]1[CH3:22])=[O:7])([CH3:4])([CH3:3])[CH3:2].[C:23](=[NH:36])([C:30]1[CH:35]=[CH:34][CH:33]=[CH:32][CH:31]=1)[C:24]1[CH:29]=[CH:28][CH:27]=[CH:26][CH:25]=1.CC(C)([O-])C.[Na+]>C1(C)C=CC=CC=1.C1(P(C2C=CC=CC=2)C2C=CC3C(=CC=CC=3)C=2C2C3C(=CC=CC=3)C=CC=2P(C2C=CC=CC=2)C2C=CC=CC=2)C=CC=CC=1>[C:1]([O:5][C:6]([N:8]1[CH2:13][CH2:12][C@H:11]([O:14][C:15]2[CH:20]=[CH:19][CH:18]=[C:17]([N:36]=[C:23]([C:24]3[CH:29]=[CH:28][CH:27]=[CH:26][CH:25]=3)[C:30]3[CH:35]=[CH:34][CH:33]=[CH:32][CH:31]=3)[N:16]=2)[CH2:10][C@@H:9]1[CH3:22])=[O:7])([CH3:4])([CH3:3])[CH3:2] |f:2.3|. Procedure: Combine 4-(6-chloro-pyridin-2-yloxy)-cis-2-methyl-piperidine-1-carboxylic acid tert-butyl ester isomer 2 (preparation 48, 0.725 g), benzhydrylideneamine (0.482 g), racemic-2,2′-bis(diphenylphosphino)-1,1′binaphthyl (55 mg) and sodium t-butoxide (0.299 g) in toluene (20 mL) and heat at 100° C. After 10 min., add tris(dibenzylidineacetone)-dipalladium(0) (41 mg) and heat at 100° C. After 2.5 hr., partition between ethyl acetate-hexane (1:4) and saturated aqueous NaCl, dry over anhydrous sodium sul... Reactants: ClCCN1C2CC3CC(CC(C1)C3)C2 (4-(2-chloroethyl)-4-azatricyclo[4.3.1.13,8 ]undecane), resultant mixture, 18, C1(=CC=CC=C1)C(C#N)C1=CC=CC=C1 (α-phenylbenzeneacetonitrile), [H-].[Na+] (sodium hydride), Cl (hydrochloride). Run in O (water), C1(=CC=CC=C1)C (toluene). The product is C12CC3N(CC(CC(C1)C3)C2)CCC(C#N)(C2=CC=CC=C2)C2=CC=CC=C2 (4-[4-azatricyclo(4.3,1.13,8)undecan-4-yl]-2,2-diphenylbutanenitrile). RXN SMILES: [C:1]1([CH:7]([C:10]2[CH:15]=[CH:14][CH:13]=[CH:12][CH:11]=2)[C:8]#[N:9])[CH:6]=[CH:5][CH:4]=[CH:3][CH:2]=1.[H-].[Na+].Cl[CH2:19][CH2:20][N:21]1[CH2:29][CH:28]2[CH2:30][CH:24]3[CH2:25][CH:26]([CH2:31][CH:22]1[CH2:23]3)[CH2:27]2.Cl>O.C1(C)C=CC=CC=1>[CH:24]12[CH2:30][CH:28]3[CH2:27][CH:26]([CH2:31][CH:22]([N:21]([CH2:20][CH2:19][C:7]([C:1]4[CH:2]=[CH:3][CH:4]=[CH:5][CH:6]=4)([C:10]4[CH:11]=[CH:12][CH:13]=[CH:14][CH:15]=4)[C:8]#[N:9])[CH2:29]3)[CH2:23]1)[CH2:25]2 |f:1.2|. Procedure details: To a solution of 18 parts of α-phenylbenzeneacetonitrile in 140 parts of dry toluene is added, with stirring under nitrogen, approximately 4 parts of a 57% dispersion of sodium hydride in oil. The resultant mixture is heated to 90° and stirred thereat under nitrogen for 3/4 hr. The yellow-green flocculent suspension which eventuates is cooled to around 65°, whereupon 20 parts of 4-(2-chloroethyl)-4-azatricyclo[4.3.1.13,8 ]undecane [preparable by mixing the hydrochloride thereof (U.S. Pat. No. 3,...